This data is from the Open Reaction Database (ORD), a public repository of structured organic reaction records. The task is: describe an organic reaction: reactants, conditions, products, and yield The solvent is O1CCCC1. The reactants are O=C(OCC)C1=CC(OC)=CC=C1OC. The reagents and catalysts are [K].OC(C)(C)C, O=C1C=CC=2C=CC=C(C3=CN=C(C=C3)C=4N=CC=CC4)C2N1, O1B(OC(C)(C)C1(C)C)B2OC(C)(C)C(O2)(C)C, C[OH2+].C[OH2+].C1CC=CCCC=C1.C1CC=CCCC=C1.[Ir].[Ir]. Reaction conditions: temperature 80 celsius, time 12 hour. Yield: 61.0%. Yields the product O=C(OCC)C=1C=C(OC)C(=CC1OC)B2OC(C)(C)C(O2)(C)C.